The task is: describe an organic reaction: reactants, conditions, products, and yield. This data is from the Open Reaction Database (ORD), a public repository of structured organic reaction records. Reactants: C(C)(C)(C)OC(NC1CCCCC1)=NC1CCCCC1 (2-tert-butyl-1,3-dicyclohexylisourea), ClC1=NC=CC(=C1)CC(=O)O (2-(2-chloropyridin-4-yl)acetic acid). Run in C(Cl)Cl (DCM). Run at time 24 hour. The product is ClC1=NC=CC(=C1)CC(=O)OC(C)(C)C (tert-butyl 2-(2-chloropyridin-4-yl)acetate). Yield: 75.7%. As a reaction SMILES: [C:1](OC(=NC1CCCCC1)NC1CCCCC1)([CH3:4])([CH3:3])[CH3:2].[Cl:21][C:22]1[CH:27]=[C:26]([CH2:28][C:29]([OH:31])=[O:30])[CH:25]=[CH:24][N:23]=1>C(Cl)Cl>[Cl:21][C:22]1[CH:27]=[C:26]([CH2:28][C:29]([O:31][C:1]([CH3:4])([CH3:3])[CH3:2])=[O:30])[CH:25]=[CH:24][N:23]=1. Procedure details: Compound 2-tert-butyl-1,3-dicyclohexylisourea (650 mg, 2.30 mmol) was added to a solution of 2-(2-chloropyridin-4-yl)acetic acid (200 mg, 1.16 mmol) in DCM (5 ml) at room temperature. The reaction mixture was stirred for 24 h, filtered, washed with DCM (5 ml) and saturated sodium bicarbonate solution (10 ml). The solvent was evaporated in vacuum to afford 200 mg (77%) of tert-butyl 2-(2-chloropyridin-4-yl)acetate as a colorless liquid. Starting materials: C(C1=CC=CC=C1)(C1=CC=CC=C1)(C1=CC=CC=C1)N1N=C(C=C1C(=O)OC)C(=O)OC (dimethyl 1-trityl-3,5-pyrazoledicarboxylate), [H-].[H-].[H-].[H-].[Li+].[Al+3] (LiAlH4). Run in C1CCOC1 (THF), CCOCC (Et2O). Reaction conditions: temperature 22.5 celsius, time 16 hour. Product: C(C1=CC=CC=C1)(C1=CC=CC=C1)(C1=CC=CC=C1)N1N=C(C=C1CO)CO (1-trityl-3,5-bis(hydroxymethyl)pyrazole). The yield is 90.0%. Reaction SMILES: [C:1]([N:20]1[C:24]([C:25](OC)=[O:26])=[CH:23][C:22]([C:29](OC)=[O:30])=[N:21]1)([C:14]1[CH:19]=[CH:18][CH:17]=[CH:16][CH:15]=1)([C:8]1[CH:13]=[CH:12][CH:11]=[CH:10][CH:9]=1)[C:2]1[CH:7]=[CH:6][CH:5]=[CH:4][CH:3]=1.[H-].[H-].[H-].[H-].[Li+].[Al+3]>C1COCC1.CCOCC>[C:1]([N:20]1[C:24]([CH2:25][OH:26])=[CH:23][C:22]([CH2:29][OH:30])=[N:21]1)([C:2]1[CH:7]=[CH:6][CH:5]=[CH:4][CH:3]=1)([C:8]1[CH:9]=[CH:10][CH:11]=[CH:12][CH:13]=1)[C:14]1[CH:19]=[CH:18][CH:17]=[CH:16][CH:15]=1 |f:1.2.3.4.5.6|. Procedure: To a solution of dimethyl 1-trityl-3,5-pyrazoledicarboxylate (3.200 g, 7.50 mmol) in dry THF (50 mL) were added 30 mL of 1.0 M LiAlH4 in Et2O. The resulting solution was stirred for about 16 h at room temperature (20-25° C.). After this time, the reaction was quenched by the slow addition of 1 mL of distilled water, followed by addition of 1 mL of 10% NaOH and 2.4 mL of water. The solids formed were removed by filtration, and 50 mL of dichloromethane was added to the filtrate. The organic phase ... As a reaction SMILES: [C:1]1(=[O:13])[CH2:2][CH2:3][n:4]2[c:5]1[cH:6][c:7]1[cH:8][cH:9][cH:10][cH:11][c:12]21.[CH3:23][CH2:24][OH:25].[ClH:14].[NH2:15][OH:16].[OH2:26].[cH:17]1[cH:18][cH:19][n:20][cH:21][cH:22]1>>[C:1]1(=[N:15][OH:16])[CH2:2][CH2:3][n:4]2[c:5]1[cH:6][c:7]1[cH:8][cH:9][cH:10][cH:11][c:12]21. The product is ON=C1CCn2c1cc1ccccc12. Starting materials: O=C1CCn2c1cc1ccccc12, CCO, Cl, NO, O, c1ccncc1.